Dataset: the Open Reaction Database (ORD), a public repository of structured organic reaction records. Task: describe an organic reaction: reactants, conditions, products, and yield Starting materials: OC1=C2C=CNC2=CC=C1 (4-hydroxyindole), ClCCO (2-chloroethanol), C1(=CC=CC=C1)P(C1=CC=CC=C1)C1=CC=CC=C1 (triphenylphosphine), N(=NC(=O)OCC)C(=O)OCC (diethyl azodicarboxylate). Run in CCOCC.CCCCCC (Et2O hexane), C(C)OCC (diethyl ether), O1CCCC1 (tetrahydrofuran). Run at time 2 hour. The product is ClCCOC1=C2C=CNC2=CC=C1 (4-(2-Chloroethoxy)-1H-Indole). Reaction SMILES: [OH:1][C:2]1[CH:10]=[CH:9][CH:8]=[C:7]2[C:3]=1[CH:4]=[CH:5][NH:6]2.[Cl:11][CH2:12][CH2:13]O.C1(P(C2C=CC=CC=2)C2C=CC=CC=2)C=CC=CC=1.N(C(OCC)=O)=NC(OCC)=O>O1CCCC1.CCOCC.CCCCCC.C(OCC)C>[Cl:11][CH2:12][CH2:13][O:1][C:2]1[CH:10]=[CH:9][CH:8]=[C:7]2[C:3]=1[CH:4]=[CH:5][NH:6]2 |f:5.6|. Procedure details: A solution of 4-hydroxyindole (3.99 g, 30 mmol), 2-chloroethanol (6.03 ml, 90 mmol) and triphenylphosphine (23.6 g, 90 mmol) in tetrahydrofuran is treated with diethyl azodicarboxylate (14.1 ml, 90 mmol) under nitrogen at room temperature, stirred for 2 hr at room temperature and concentrated in vacuo to give a residue. Cooled diethyl ether is added to the residue and the solid triphenylphosphine oxide is precipitated and removed by filtration. The filtrate is concentrated and purified by flash ... Starting materials: Cc1cc(N2CCc3cc(C(F)(F)F)ccc3C2)cc(C)c1NC(=O)CC(C)(C)C, COc1ccc(P2(=S)SP(=S)(c3ccc(OC)cc3)S2)cc1, CC(Cl)Cl. The product is Cc1cc(N2CCc3cc(C(F)(F)F)ccc3C2)cc(C)c1NC(=S)CC(C)(C)C. RXN SMILES: [CH3:1][c:2]1[c:3]([NH:23][C:24]([CH2:25][C:26]([CH3:27])([CH3:28])[CH3:29])=[O:30])[c:4]([CH3:22])[cH:5][c:6]([N:8]2[CH2:9][c:10]3[cH:11][cH:12][c:13]([C:18]([F:19])([F:20])[F:21])[cH:14][c:15]3[CH2:16][CH2:17]2)[cH:7]1.[CH3:31][O:32][c:33]1[cH:34][cH:35][c:36]([P:37]2(=[S:40])[S:38][P:39]([c:41]3[cH:42][cH:43][c:44]([O:45][CH3:46])[cH:47][cH:48]3)(=[S:49])[S:50]2)[cH:51][cH:52]1.[Cl:53][CH:54]([Cl:55])[CH3:56]>>[CH3:1][c:2]1[c:3]([NH:23][C:24]([CH2:25][C:26]([CH3:27])([CH3:28])[CH3:29])=[S:40])[c:4]([CH3:22])[cH:5][c:6]([N:8]2[CH2:9][c:10]3[cH:11][cH:12][c:13]([C:18]([F:19])([F:20])[F:21])[cH:14][c:15]3[CH2:16][CH2:17]2)[cH:7]1. Reported procedure: 243 mg of ethyl (4-{[2-(3-benzyl-ureido)-thiazole-4-carbonyl]-amino}-phenoxy)-acetate are stirred in 4.3 ml of ethanol and 0.8 ml of 1N NaOH for 4.5 hrs. at RT. For the working up, the mixture is stirred into ethyl acetate/dilute hydrochloric acid, the organic phase is separated, washed with water and sodium chloride solution, dried over sodium sulphate dried and evaporated in a vacuum. Crystallization from ether gives 208 mg of [4-[[2-(3-benzyl-ureido)-thiazole-4-carbonyl]-amino]-phenoxy]-aceti... Run in C(C)O (ethanol). Product: C(C1=CC=CC=C1)NC(NC=1SC=C(N1)C(=O)NC1=CC=C(OCC(=O)O)C=C1)=O ([4-[[2-(3-benzyl-ureido)-thiazole-4-carbonyl]-amino]-phenoxy]-acetic acid). The reactants are [OH-].[Na+] (NaOH), C(C1=CC=CC=C1)NC(NC=1SC=C(N1)C(=O)NC1=CC=C(OCC(=O)OCC)C=C1)=O (ethyl (4-{[2-(3-benzyl-ureido)-thiazole-4-carbonyl]-amino}-phenoxy)-acetate), C(C)(=O)OCC (ethyl acetate). As a reaction SMILES: [CH2:1]([NH:8][C:9](=[O:32])[NH:10][C:11]1[S:12][CH:13]=[C:14]([C:16]([NH:18][C:19]2[CH:31]=[CH:30][C:22]([O:23][CH2:24][C:25]([O:27]CC)=[O:26])=[CH:21][CH:20]=2)=[O:17])[N:15]=1)[C:2]1[CH:7]=[CH:6][CH:5]=[CH:4][CH:3]=1.[OH-].[Na+].C(OCC)(=O)C>C(O)C>[CH2:1]([NH:8][C:9](=[O:32])[NH:10][C:11]1[S:12][CH:13]=[C:14]([C:16]([NH:18][C:19]2[CH:31]=[CH:30][C:22]([O:23][CH2:24][C:25]([OH:27])=[O:26])=[CH:21][CH:20]=2)=[O:17])[N:15]=1)[C:2]1[CH:7]=[CH:6][CH:5]=[CH:4][CH:3]=1 |f:1.2|. Yield: 91.2%.